Dataset: the Open Reaction Database (ORD), a public repository of structured organic reaction records. Task: describe an organic reaction: reactants, conditions, products, and yield Reactants: COC1=CC=C2CC[C@@H](CC2=C1)C(=O)N (7-methoxy-1,2,3,4-tetrahydronaphthalen-2(S)-carboxamide), Cl (HCl). Run in C(C)(C)O (isopropanol). Product: Cl.NC[C@@H]1CC2=CC(=CC=C2CC1)OC (2(S)-aminomethyl-7-methoxy-1,2,3,4-tetrahydronaphthalene hydrochloride). As a reaction SMILES: [CH3:1][O:2][C:3]1[CH:12]=[C:11]2[C:6]([CH2:7][CH2:8][C@H:9]([C:13]([NH2:15])=O)[CH2:10]2)=[CH:5][CH:4]=1.[ClH:16]>C(O)(C)C>[ClH:16].[NH2:15][CH2:13][C@H:9]1[CH2:8][CH2:7][C:6]2[C:11](=[CH:12][C:3]([O:2][CH3:1])=[CH:4][CH:5]=2)[CH2:10]1 |f:3.4|. Procedure: (ii') The salt is taken up in 0.1 N HCl, and the obtained solution is then extracted with ethyl acetate. The aqueous phase is made basic by the addition of a sodium carbonate solution and extracted with ethyl acetate. This last organic extract is then dried and evaporated to dryness to afford a residue which is dissolved in isopropanol. The compound of the title is then precipitated therefrom by the addition of hydrogen chloride saturated isopropanol and is recovered by filtration M.p. 228°-230°... The reactants are NC([C@H](CC1=CC=C(C=C1)O)NC([C@H](C)NC([C@H](C)NC(=O)[C@H]1N(CCC1)C=1SC(=CN1)C=O)=O)=O)=O ((S)-N-((S)-1-((S)-1-((S)-1-Amino-3-(4-hydroxyphenyl)-1-oxopropan-2-ylamino)-1-oxopropan-2-ylamino)-1-oxopropan-2-yl)-1-(5-formylthiazol-2-yl)pyrrolidine-2-carboxamide), [BH4-].[Na+] (sodium borohydride). The solvent is CCO.O (EtOH H2O). Conditions: time 2 hour. Yields the product NC([C@H](CC1=CC=C(C=C1)O)NC([C@H](C)NC([C@H](C)NC(=O)[C@H]1N(CCC1)C=1SC(=CN1)CO)=O)=O)=O ((S)-N-((S)-1-((S)-1-((S)-1-Amino-3-(4-hydroxyphenyl)-1-oxopropan-2-ylamino)-1-oxopropan-2-ylamino)-1-oxopropan-2-yl)-1-(5-(hydroxymethyl)thiazol-2-yl)pyrrolidine-2-carboxamide). RXN SMILES: [NH2:1][C:2](=[O:37])[C@@H:3]([NH:12][C:13](=[O:36])[C@@H:14]([NH:16][C:17](=[O:35])[C@@H:18]([NH:20][C:21]([C@@H:23]1[CH2:27][CH2:26][CH2:25][N:24]1[C:28]1[S:29][C:30]([CH:33]=[O:34])=[CH:31][N:32]=1)=[O:22])[CH3:19])[CH3:15])[CH2:4][C:5]1[CH:10]=[CH:9][C:8]([OH:11])=[CH:7][CH:6]=1.[BH4-].[Na+]>CCO.O>[NH2:1][C:2](=[O:37])[C@@H:3]([NH:12][C:13](=[O:36])[C@@H:14]([NH:16][C:17](=[O:35])[C@@H:18]([NH:20][C:21]([C@@H:23]1[CH2:27][CH2:26][CH2:25][N:24]1[C:28]1[S:29][C:30]([CH2:33][OH:34])=[CH:31][N:32]=1)=[O:22])[CH3:19])[CH3:15])[CH2:4][C:5]1[CH:6]=[CH:7][C:8]([OH:11])=[CH:9][CH:10]=1 |f:1.2,3.4|. Procedure: Following the procedure as described in Example 32, except using material from Example 81 (6.4 mg, 0.012 mmol), EtOH/H2O (4:1) (3 mL), sodium borohydride (4.2 mg, 0.111 mmol) and stirring at room temp for 2 h, the title compound is isolated (quantitative yield) that is used crude in the next step. LC/MS (Condition A): ret, T=1.54 min, (2M+Na) 1087.51. Reaction conditions: temperature 125 celsius. Procedure: To a mixture of 5-((3-chloroisoquinolin-4-yl)methoxy)-2-methoxyisonicotinaldehyde (18 mg, 0.05 mmol, 1 equiv), 1-((2-(trimethylsilyl)ethoxy)methyl)-1H-pyrazol-5-ylboronic acid (20 mg, 0.08 mmol, 1.5 equiv), Pd(PPh3)4 (12 mg, 0.01 mmol, 0.2 equiv), K2CO3 (30 mg, 0.22 mmol, 4 equiv) in a 5 mL microwave tube were added DMF (2 mL). The mixture was heated 30 min at 125° C. in a microwave reactor. The solid was filtered off and the filtrate was concentrated to dryness. The crude was purified on silica... Run in CN(C)C=O (DMF). The reagents and catalysts are C=1C=CC(=CC1)[P](C=2C=CC=CC2)(C=3C=CC=CC3)[Pd]([P](C=4C=CC=CC4)(C=5C=CC=CC5)C=6C=CC=CC6)([P](C=7C=CC=CC7)(C=8C=CC=CC8)C=9C=CC=CC9)[P](C=1C=CC=CC1)(C=1C=CC=CC1)C=1C=CC=CC1 (Pd(PPh3)4). Starting materials: ClC=1N=CC2=CC=CC=C2C1COC1=CN=C(C=C1C=O)OC (5-((3-chloroisoquinolin-4-yl)methoxy)-2-methoxyisonicotinaldehyde), C[Si](CCOCN1N=CC=C1B(O)O)(C)C (1-((2-(trimethylsilyl)ethoxy)methyl)-1H-pyrazol-5-ylboronic acid), C(=O)([O-])[O-].[K+].[K+] (K2CO3). The yield is 40.8%. Product: COC=1C=C(C=O)C(=CN1)OCC1=C(N=CC2=CC=CC=C12)C1=CC=NN1COCC[Si](C)(C)C (2-methoxy-5-((3-(1-((2-(trimethylsilyl)ethoxy)methyl)-1H-pyrazol-5-yl)isoquinolin-4-yl)methoxy)isonicotinaldehyde). As a reaction SMILES: Cl[C:2]1[N:3]=[CH:4][C:5]2[C:10]([C:11]=1[CH2:12][O:13][C:14]1[C:19]([CH:20]=[O:21])=[CH:18][C:17]([O:22][CH3:23])=[N:16][CH:15]=1)=[CH:9][CH:8]=[CH:7][CH:6]=2.[CH3:24][Si:25]([CH3:39])([CH3:38])[CH2:26][CH2:27][O:28][CH2:29][N:30]1[C:34](B(O)O)=[CH:33][CH:32]=[N:31]1.C([O-])([O-])=O.[K+].[K+]>C1C=CC([P]([Pd]([P](C2C=CC=CC=2)(C2C=CC=CC=2)C2C=CC=CC=2)([P](C2C=CC=CC=2)(C2C=CC=CC=2)C2C=CC=CC=2)[P](C2C=CC=CC=2)(C2C=CC=CC=2)C2C=CC=CC=2)(C2C=CC=CC=2)C2C=CC=CC=2)=CC=1.CN(C=O)C>[CH3:23][O:22][C:17]1[CH:18]=[C:19]([C:14]([O:13][CH2:12][C:11]2[C:10]3[C:5](=[CH:6][CH:7]=[CH:8][CH:9]=3)[CH:4]=[N:3][C:2]=2[C:34]2[N:30]([CH2:29][O:28][CH2:27][CH2:26][Si:25]([CH3:39])([CH3:38])[CH3:24])[N:31]=[CH:32][CH:33]=2)=[CH:15][N:16]=1)[CH:20]=[O:21] |f:2.3.4,^1:49,51,70,89|. The reactants are COC(=O)c1cc(Br)cc(N2CCN(C(=O)OC(C)(C)C)CC2)c1, O=C([O-])[O-], Cc1ccccc1, [Cs+], [Cs+], NCCN1CCCC1, O=C(C=Cc1ccccc1)C=Cc1ccccc1, O=C(C=Cc1ccccc1)C=Cc1ccccc1, O=C(C=Cc1ccccc1)C=Cc1ccccc1, [Pd], [Pd], c1ccc(P(c2ccccc2)c2ccc3ccccc3c2-c2c(P(c3ccccc3)c3ccccc3)ccc3ccccc23)cc1. The product is COC(=O)c1cc(NCCN2CCCC2)cc(N2CCN(C(=O)OC(C)(C)C)CC2)c1. As a reaction SMILES: [Br:1][c:2]1[cH:3][c:4]([N:12]2[CH2:13][CH2:14][N:15]([C:18](=[O:19])[O:20][C:21]([CH3:22])([CH3:23])[CH3:24])[CH2:16][CH2:17]2)[cH:5][c:6]([C:8](=[O:9])[O:10][CH3:11])[cH:7]1.[C:33](=[O:34])([O-:35])[O-:36].[CH3:85][c:86]1[cH:87][cH:88][cH:89][cH:90][cH:91]1.[Cs+:37].[Cs+:38].[N:25]1([CH2:30][CH2:31][NH2:32])[CH2:26][CH2:27][CH2:28][CH2:29]1.[O:112]=[C:113]([CH:114]=[CH:115][c:116]1[cH:117][cH:118][cH:119][cH:120][cH:121]1)[CH:122]=[CH:123][c:124]1[cH:125][cH:126][cH:127][cH:128][cH:129]1.[O:130]=[C:131]([CH:132]=[CH:133][c:134]1[cH:135][cH:136][cH:137][cH:138][cH:139]1)[CH:140]=[CH:141][c:142]1[cH:143][cH:144][cH:145][cH:146][cH:147]1.[O:94]=[C:95]([CH:96]=[CH:97][c:98]1[cH:99][cH:100][cH:101][cH:102][cH:103]1)[CH:104]=[CH:105][c:106]1[cH:107][cH:108][cH:109][cH:110][cH:111]1.[Pd:92].[Pd:93].[cH:39]1[cH:40][cH:41][c:42]([P:43]([c:44]2[cH:45][cH:46][c:47]3[c:48]([cH:49][cH:50][cH:51][cH:52]3)[c:53]2-[c:54]2[c:55]3[c:56]([cH:57][cH:58][cH:59][cH:60]3)[cH:61][cH:62][c:63]2[P:64]([c:65]2[cH:66][cH:67][cH:68][cH:69][cH:70]2)[c:71]2[cH:72][cH:73][cH:74][cH:75][cH:76]2)[c:77]2[cH:78][cH:79][cH:80][cH:81][cH:82]2)[cH:83][cH:84]1>>[c:2]1([NH:32][CH2:31][CH2:30][N:25]2[CH2:26][CH2:27][CH2:28][CH2:29]2)[cH:3][c:4]([N:12]2[CH2:13][CH2:14][N:15]([C:18](=[O:19])[O:20][C:21]([CH3:22])([CH3:23])[CH3:24])[CH2:16][CH2:17]2)[cH:5][c:6]([C:8](=[O:9])[O:10][CH3:11])[cH:7]1. Starting materials: Cc1ccccc1, COc1ccc(CN2C(=O)CNC(=O)c3cc(Cl)ccc32)cc1, O=P(Cl)(Cl)Cl. Yields the product COc1ccc(CN2C(=O)CN=C(Cl)c3cc(Cl)ccc32)cc1. Reaction SMILES: [CH3:29][c:30]1[cH:31][cH:32][cH:33][cH:34][cH:35]1.[Cl:1][c:2]1[cH:3][c:4]2[c:5]([cH:22][cH:23]1)[N:6]([CH2:13][c:14]1[cH:15][cH:16][c:17]([O:20][CH3:21])[cH:18][cH:19]1)[C:7](=[O:12])[CH2:8][NH:9][C:10]2=[O:11].[P:24]([Cl:25])([Cl:26])([Cl:27])=[O:28]>>[Cl:1][c:2]1[cH:3][c:4]2[c:5]([cH:22][cH:23]1)[N:6]([CH2:13][c:14]1[cH:15][cH:16][c:17]([O:20][CH3:21])[cH:18][cH:19]1)[C:7](=[O:12])[CH2:8][N:9]=[C:10]2[Cl:26]. Starting materials: C[Si](C)(C)I, Cc1cc2c(c(-c3c(Cl)cccc3Cl)c1)OC(CNC(=O)OCc1ccccc1)C2, Cl. Product: Cc1cc2c(c(-c3c(Cl)cccc3Cl)c1)OC(CN)C2. RXN SMILES: [CH3:31][Si:32]([I:33])([CH3:34])[CH3:35].[Cl:1][c:2]1[c:3](-[c:9]2[cH:10][c:11]([CH3:30])[cH:12][c:13]3[c:17]2[O:16][CH:15]([CH2:18][NH:19][C:20](=[O:21])[O:22][CH2:23][c:24]2[cH:25][cH:26][cH:27][cH:28][cH:29]2)[CH2:14]3)[c:4]([Cl:8])[cH:5][cH:6][cH:7]1.[ClH:36]>>[Cl:1][c:2]1[c:3](-[c:9]2[cH:10][c:11]([CH3:30])[cH:12][c:13]3[c:17]2[O:16][CH:15]([CH2:18][NH2:19])[CH2:14]3)[c:4]([Cl:8])[cH:5][cH:6][cH:7]1. The reactants are CS(=O)(=O)c1ccc(-n2ccc(OCc3ccccc3)cc2=O)cc1, C1CCOC1, CO. The product is CS(=O)(=O)c1ccc(-n2ccc(O)cc2=O)cc1. Reaction SMILES: [CH2:1]([c:2]1[cH:3][cH:4][cH:5][cH:6][cH:7]1)[O:8][c:9]1[cH:10][c:11](=[O:25])[n:12](-[c:15]2[cH:16][cH:17][c:18]([S:21](=[O:22])(=[O:23])[CH3:24])[cH:19][cH:20]2)[cH:13][cH:14]1.[CH2:26]1[O:27][CH2:28][CH2:29][CH2:30]1.[CH3:31][OH:32]>>[OH:8][c:9]1[cH:10][c:11](=[O:25])[n:12](-[c:15]2[cH:16][cH:17][c:18]([S:21](=[O:22])(=[O:23])[CH3:24])[cH:19][cH:20]2)[cH:13][cH:14]1. Reactants: C1CCC2=NCCCN2CC1, Cc1ccc(CO)nc1, COCCOC, CS(=O)c1nc(N)nc(-c2cc(Br)co2)c1C#N. Product: Cc1ccc(COc2nc(N)nc(-c3cc(Br)co3)c2C#N)nc1. RXN SMILES: [CH2:28]1[CH2:29][CH2:30][C:31]2=[N:36][CH2:35][CH2:34][CH2:33][N:32]2[CH2:37][CH2:38]1.[CH3:19][c:20]1[cH:21][cH:22][c:23]([CH2:26][OH:27])[n:24][cH:25]1.[CH3:39][O:40][CH2:41][CH2:42][O:43][CH3:44].[NH2:1][c:2]1[n:3][c:4]([S:16]([CH3:17])=[O:18])[c:5]([C:14]#[N:15])[c:6](-[c:8]2[o:9][cH:10][c:11]([Br:13])[cH:12]2)[n:7]1>>[NH2:1][c:2]1[n:3][c:4]([O:27][CH2:26][c:23]2[cH:22][cH:21][c:20]([CH3:19])[cH:25][n:24]2)[c:5]([C:14]#[N:15])[c:6](-[c:8]2[o:9][cH:10][c:11]([Br:13])[cH:12]2)[n:7]1. Starting materials: OC=1C2=C(N=CN1)C(=CC=N2)C(=O)N (4-hydroxy-pyrido[3,2-d]pyrimidine-8-carboxylic acid amide), NC1CN(CCC1C1=CC(=C(C=C1)F)Cl)C(=O)OC(C)(C)C (tert-butyl 3-amino-4-(3-chloro-4-fluoro-phenyl)piperidine-1-carboxylate). The product is ClC=1C=C(C=CC1F)C1C(CNCC1)NC=1C2=C(N=CN1)C(=CC=N2)C(=O)N (4-[4-(3-Chloro-4-fluoro-phenyl)-piperidin-3-ylamino]-pyrido[3,2-d]pyrimidine-8-carboxamide). Reaction SMILES: O[C:2]1[C:3]2[N:11]=[CH:10][CH:9]=[C:8]([C:12]([NH2:14])=[O:13])[C:4]=2[N:5]=[CH:6][N:7]=1.[NH2:15][CH:16]1[CH:21]([C:22]2[CH:27]=[CH:26][C:25]([F:28])=[C:24]([Cl:29])[CH:23]=2)[CH2:20][CH2:19][N:18](C(OC(C)(C)C)=O)[CH2:17]1>>[Cl:29][C:24]1[CH:23]=[C:22]([CH:21]2[CH2:20][CH2:19][NH:18][CH2:17][CH:16]2[NH:15][C:2]2[C:3]3[N:11]=[CH:10][CH:9]=[C:8]([C:12]([NH2:14])=[O:13])[C:4]=3[N:5]=[CH:6][N:7]=2)[CH:27]=[CH:26][C:25]=1[F:28]. Procedure: Compound 23 was prepared following general synthesis scheme 9 wherein 4-hydroxy-pyrido[3,2-d]pyrimidine-8-carboxylic acid amide was reacted with tert-butyl 3-amino-4-(3-chloro-4-fluoro-phenyl)piperidine-1-carboxylate to give the title compound. LC-MS [401 (M+H)].